From a dataset of the Open Reaction Database (ORD), a public repository of structured organic reaction records. describe an organic reaction: reactants, conditions, products, and yield Reactants: CC(C)(C)OC(=O)N1CCC(C=O)CC1, CCOC(C)=O, ClCCl, NCc1noc(-c2cc3cnccc3o2)n1. Product: CC(C)(C)OC(=O)N1CCC(CNCc2noc(-c3cc4cnccc4o3)n2)CC1. Reaction SMILES: [C:17]([CH3:18])([CH3:19])([CH3:20])[O:21][C:22](=[O:23])[N:24]1[CH2:25][CH2:26][CH:27]([CH:30]=[O:31])[CH2:28][CH2:29]1.[CH3:32][CH2:33][O:34][C:35]([CH3:36])=[O:37].[Cl:38][CH2:39][Cl:40].[o:1]1[c:2](-[c:10]2[n:11][c:12]([CH2:15][NH2:16])[n:13][o:14]2)[cH:3][c:4]2[cH:5][n:6][cH:7][cH:8][c:9]12>>[o:1]1[c:2](-[c:10]2[n:11][c:12]([CH2:15][NH:16][CH2:30][CH:27]3[CH2:26][CH2:25][N:24]([C:22]([O:21][C:17]([CH3:18])([CH3:19])[CH3:20])=[O:23])[CH2:29][CH2:28]3)[n:13][o:14]2)[cH:3][c:4]2[cH:5][n:6][cH:7][cH:8][c:9]12.